Dataset: the Open Reaction Database (ORD), a public repository of structured organic reaction records. Task: describe an organic reaction: reactants, conditions, products, and yield Reactants: BrC=1C(=C(SC1Br)C1=C(N=C2N1N=C(C=C2C(CC)CC)C)C)C (3-(4,5-dibromo-3-methyl-thiophen-2-yl)-8-(1-ethyl-propyl)-2,6-dimethyl-imidazo[1,2-b]pyridazine), [Li]CCCC (n-BuLi). Run in C1CCOC1 (THF). Product: BrC=1C(=C(SC1)C1=C(N=C2N1N=C(C=C2C(CC)CC)C)C)C (3-(4-bromo-3-methyl-thiophen-2-yl)-8-(1-ethyl-propyl)-2,6-dimethyl-imidazo[1,2-b]pyridazine). Isolated yield 29.8%. Reaction SMILES: [Br:1][C:2]1[C:3]([CH3:24])=[C:4]([C:8]2[N:12]3[N:13]=[C:14]([CH3:22])[CH:15]=[C:16]([CH:17]([CH2:20][CH3:21])[CH2:18][CH3:19])[C:11]3=[N:10][C:9]=2[CH3:23])[S:5][C:6]=1Br.[Li]CCCC>C1COCC1>[Br:1][C:2]1[C:3]([CH3:24])=[C:4]([C:8]2[N:12]3[N:13]=[C:14]([CH3:22])[CH:15]=[C:16]([CH:17]([CH2:20][CH3:21])[CH2:18][CH3:19])[C:11]3=[N:10][C:9]=2[CH3:23])[S:5][CH:6]=1. Reported procedure: To a −78° C. solution of 3-(4,5-dibromo-3-methyl-thiophen-2-yl)-8-(1-ethyl-propyl)-2,6-dimethyl-imidazo[1,2-b]pyridazine (0.22 g, 0.47 mmol) and THF (3 mL) is added 1.6 M n-BuLi (0.31 mL, 0.49 mmol). After 20 minutes the solution is quenched with water (1 mL), warmed to ambient temperature, diluted with EtOAc (30 mL), washed with brine (30 mL), dried over MgSO4, filtered and concentrated. The residue is purified by ISCO (5%-10% EtOAc gradient) furnish the title compound (0.056 g, 0.14 mmol, 31%)... Reactants: C(C1=CC=CC=C1)N(CCO)[C@@H]1CC[C@H](CC1)C(=O)OC (methyl trans-4-[N-benzyl-N-(2-hydroxyethyl)amino]-cyclohexanecarboxylate). The reagents and catalysts are [Pd] (palladium on activated charcoal). Run in CO (methanol). The product is N[C@@H]1CC[C@H](CC1)C(=O)OC (methyl trans-4-amino-cyclohexanecarboxylate). Reaction SMILES: C([N:8]([C@H:12]1[CH2:17][CH2:16][C@H:15]([C:18]([O:20][CH3:21])=[O:19])[CH2:14][CH2:13]1)CCO)C1C=CC=CC=1>CO.[Pd]>[NH2:8][C@H:12]1[CH2:13][CH2:14][C@H:15]([C:18]([O:20][CH3:21])=[O:19])[CH2:16][CH2:17]1. Procedure: 13 g of methyl trans-4-[N-benzyl-N-(2-hydroxyethyl)amino]-cyclohexanecarboxylate are hydrogenated in 150 ml of methanol with 3.5 g of palladium on activated charcoal (10% palladium) under a hydrogen pressure of 50 psi for 20 minutes at 50° C. The catalyst is suction filtered and the filtrate is evaporated to dryness. (The starting material is obtained from methyl trans-4-amino-cyclohexanecarboxylate by reacting with benzaldehyde and hydrogen in the presence of Raney-nickel and subsequently react... Starting materials: NC=1C=C2C=3CC(CCC3NC2=CC1)N(C)C (6-amino-3-(dimethyl)amino-1,2,3,4-tetrahydro-9H-carbazole), S1C(=CC=C1)CC(=O)Cl (2-thienylacetyl chloride). The product is S1C(=CC=C1)CC(=O)NC=1C=C2C=3CC(CCC3NC2=CC1)N(C)C (6-(2-thienylacetyl)amino-3-(dimethyl)amino-1,2,3,4-tetrahydro-9H-carbazole). Isolated yield 84.3%. As a reaction SMILES: [NH2:1][C:2]1[CH:3]=[C:4]2[C:12](=[CH:13][CH:14]=1)[NH:11][C:10]1[CH2:9][CH2:8][CH:7]([N:15]([CH3:17])[CH3:16])[CH2:6][C:5]2=1.[S:18]1[CH:22]=[CH:21][CH:20]=[C:19]1[CH2:23][C:24](Cl)=[O:25]>>[S:18]1[CH:22]=[CH:21][CH:20]=[C:19]1[CH2:23][C:24]([NH:1][C:2]1[CH:3]=[C:4]2[C:12](=[CH:13][CH:14]=1)[NH:11][C:10]1[CH2:9][CH2:8][CH:7]([N:15]([CH3:17])[CH3:16])[CH2:6][C:5]2=1)=[O:25]. Procedure details: Beginning with 10.4 mg (0.046 mMol) 6-amino-3-(dimethyl)amino-1,2,3,4-tetrahydro-9H-carbazole and 8.1 μL (0.051 mMol) 2-thienylacetyl chloride, 13.7 mg (84%) of the title compound were recovered as a dark brown solid. Reactants: CC1CC=2C(=CC=3CC(N(C3C2)CC)=O)O1 (2-methyl-5-ethyl-6-oxo-2,3,6,7-tetrahydrofuro[2,3-f]indole), FC1=CC=C(C=C1)N=C=O (4-fluorophenylisocyanate). Yields the product FC1=CC=C(C=C1)NC(=O)C1C(N(C=2C=C3C(=CC12)OC(C3)C)CC)=O (N-(4-Fluorophenyl)-2-methyl-5-ethyl-6-oxo-2,3,6,7-tetrahydro-furo[2,3-f]indole-7-carboxamide). Yield: 45.0%. RXN SMILES: [CH3:1][CH:2]1[O:16][C:5]2=[CH:6][C:7]3[CH2:8][C:9](=[O:15])[N:10]([CH2:13][CH3:14])[C:11]=3[CH:12]=[C:4]2[CH2:3]1.[F:17][C:18]1[CH:23]=[CH:22][C:21]([N:24]=[C:25]=[O:26])=[CH:20][CH:19]=1>>[F:17][C:18]1[CH:23]=[CH:22][C:21]([NH:24][C:25]([CH:8]2[C:7]3[CH:6]=[C:5]4[O:16][CH:2]([CH3:1])[CH2:3][C:4]4=[CH:12][C:11]=3[N:10]([CH2:13][CH3:14])[C:9]2=[O:15])=[O:26])=[CH:20][CH:19]=1. Procedure: Following the procedure of Example 1 and employing 326 mg. (1.5 mmoles) of 2-methyl-5-ethyl-6-oxo-2,3,6,7-tetrahydrofuro[2,3-f]indole and 0.24 ml. (2.1 mmoles) of 4-fluorophenylisocyanate, 240 mg. (45% yield), m.p. 196°-197° C. of the desired product was obtained.